From a dataset of the Open Reaction Database (ORD), a public repository of structured organic reaction records. describe an organic reaction: reactants, conditions, products, and yield Reactants: C1(=CC=C(C=C1)S(=O)(=O)N=[N+]=[N-])C (p-toluenesulfonylazide), C1(CCCCC1)S(=O)(=O)CS(=O)(=O)C1=CC=C(C=C1)OC (cyclohexylsulfonyl-(4-methoxyphenylsulfonyl)methane), ( 2 ), [OH-].[Na+] (sodium hydroxide). The solvent is C(C)O (ethanol), C(C)O (ethanol), C(C)O (ethanol), O (water). Run at time 5 minute. Yields the product C1(CCCCC1)S(=O)(=O)C(=[N+]=[N-])S(=O)(=O)C1=CC=C(C=C1)OC (cyclohexylsulfonyl-(4-methoxyphenylsulfonyl)diazomethane). As a reaction SMILES: [CH:1]1([S:7]([CH2:10][S:11]([C:14]2[CH:19]=[CH:18][C:17]([O:20][CH3:21])=[CH:16][CH:15]=2)(=[O:13])=[O:12])(=[O:9])=[O:8])[CH2:6][CH2:5][CH2:4][CH2:3][CH2:2]1.[OH-].[Na+].C1(C)C=CC(S([N:33]=[N+:34]=[N-])(=O)=O)=CC=1>C(O)C.O>[CH:1]1([S:7]([C:10]([S:11]([C:14]2[CH:15]=[CH:16][C:17]([O:20][CH3:21])=[CH:18][CH:19]=2)(=[O:12])=[O:13])=[N+:33]=[N-:34])(=[O:9])=[O:8])[CH2:2][CH2:3][CH2:4][CH2:5][CH2:6]1 |f:1.2|. Procedure details: 3.0 g of the cyclohexylsulfonyl-(4-methoxyphenylsulfonyl)methane prepared in (2), was put into a flask, and 100 mL of ethanol was added thereto, followed by stirring. Further, to this solution, 8.0 g of a 5 wt % ethanol solution of sodium hydroxide was added, followed by stirring. This reaction solution was cooled to from -5° C. to -10° C., and 35 mL of pure water was added thereto. Then, 10 mL of the ethanol solution containing 2.0 g of p-toluenesulfonylazide obtained in Reference Example 2, wa... The reactants are BrC=1C=C(C=NC1)C1=NC(=CC(=C1)C1=CC=C(C=C1)C(F)(F)F)C1CC1 (5′-bromo-6-cyclopropyl-4-(4-trifluoromethylphenyl)-[2,3′]bipyridinyl), NC1=NC=C(C=C1)B1OC(C(O1)(C)C)(C)C (2-amino-5-(4,4,5,5-tetramethyl-1,3,2-dioxaborolan-2-yl)pyridine). Product: C1(CC1)C1=CC(=CC(=N1)C=1C=NC=C(C1)C=1C=NC(=CC1)N)C1=CC=C(C=C1)C(F)(F)F (6-Cyclopropyl-4-(4-trifluoromethyl-phenyl)-[2,3′;5′,3″]terpyridin-6″-ylamine), solid. The yield is 51.0%. RXN SMILES: Br[C:2]1[CH:3]=[C:4]([C:8]2[CH:13]=[C:12]([C:14]3[CH:19]=[CH:18][C:17]([C:20]([F:23])([F:22])[F:21])=[CH:16][CH:15]=3)[CH:11]=[C:10]([CH:24]3[CH2:26][CH2:25]3)[N:9]=2)[CH:5]=[N:6][CH:7]=1.[NH2:27][C:28]1[CH:33]=[CH:32][C:31](B2OC(C)(C)C(C)(C)O2)=[CH:30][N:29]=1>>[CH:24]1([C:10]2[N:9]=[C:8]([C:4]3[CH:5]=[N:6][CH:7]=[C:2]([C:31]4[CH:30]=[N:29][C:28]([NH2:27])=[CH:33][CH:32]=4)[CH:3]=3)[CH:13]=[C:12]([C:14]3[CH:19]=[CH:18][C:17]([C:20]([F:23])([F:22])[F:21])=[CH:16][CH:15]=3)[CH:11]=2)[CH2:26][CH2:25]1. Reported procedure: The title compound was prepared from 5′-bromo-6-cyclopropyl-4-(4-trifluoromethylphenyl)-[2,3′]bipyridinyl (example E.25) (0.15 g, 0.36 mmol) and commercially available 2-amino-5-(4,4,5,5-tetramethyl-1,3,2-dioxaborolan-2-yl)pyridine (0.087 g, 0.40 mmol) according to the general procedure VI. Obtained as a white solid (0.080 g, 51%). MS (ISP) 433.3 [(M+H)+]; mp 207-209° C. Reactants: CN(C)C=O, C1COCCO1, O=S(Cl)Cl, O=S1(=O)N=Cc2ccccc21. The product is O=S1(=O)N=C(Cl)c2ccccc21. As a reaction SMILES: [CH3:22][N:23]([CH3:24])[CH:25]=[O:26].[O:16]1[CH2:17][CH2:18][O:19][CH2:20][CH2:21]1.[S:12]([Cl:13])([Cl:14])=[O:15].[S:1]1(=[O:10])(=[O:11])[N:2]=[CH:3][c:4]2[c:5]1[cH:6][cH:7][cH:8][cH:9]2>>[S:1]1(=[O:10])(=[O:11])[N:2]=[C:3]([Cl:14])[c:4]2[c:5]1[cH:6][cH:7][cH:8][cH:9]2. Reactants: CC(C)(O)CC(C)(C)c1ccc(Br)cc1S, O=S(=O)(O)O. The product is CC1(C)CC(C)(C)c2ccc(Br)cc2S1. Reaction SMILES: [Br:1][c:2]1[cH:3][cH:4][c:5]([C:9]([CH2:10][C:11]([CH3:12])([OH:13])[CH3:14])([CH3:15])[CH3:16])[c:6]([SH:8])[cH:7]1.[S:17](=[O:18])(=[O:19])([OH:20])[OH:21]>>[Br:1][c:2]1[cH:3][cH:4][c:5]2[c:6]([cH:7]1)[S:8][C:11]([CH3:12])([CH3:14])[CH2:10][C:9]2([CH3:15])[CH3:16]. The reactants are C(C)OC(CC=1C=NC=C(C1)C1=C(C=C(C=C1)C(F)(F)F)CNCC)=O ([5-(2-Ethylaminomethyl-4-trifluoromethyl-phenyl)-pyridin-3-yl]-acetic acid ethyl ester), N1=CC(=CC=C1)CCC(=O)O (3-pyridinepropionic acid). Yields the product C(C)OC(CC=1C=NC=C(C1)C1=C(C=C(C=C1)C(F)(F)F)CN(C(CCC=1C=NC=CC1)=O)CC)=O ([5-(2-{[N-ethyl-N-(3-pyridin-3-yl-propionyl)-amino]-methyl}-4-trifluoromethyl-phenyl)-pyridin-3-yl]-acetic acid ethyl ester). RXN SMILES: [CH2:1]([O:3][C:4](=[O:26])[CH2:5][C:6]1[CH:7]=[N:8][CH:9]=[C:10]([C:12]2[CH:17]=[CH:16][C:15]([C:18]([F:21])([F:20])[F:19])=[CH:14][C:13]=2[CH2:22][NH:23][CH2:24][CH3:25])[CH:11]=1)[CH3:2].[N:27]1[CH:32]=[CH:31][CH:30]=[C:29]([CH2:33][CH2:34][C:35]([OH:37])=O)[CH:28]=1>>[CH2:1]([O:3][C:4](=[O:26])[CH2:5][C:6]1[CH:7]=[N:8][CH:9]=[C:10]([C:12]2[CH:17]=[CH:16][C:15]([C:18]([F:20])([F:19])[F:21])=[CH:14][C:13]=2[CH2:22][N:23]([CH2:24][CH3:25])[C:35](=[O:37])[CH2:34][CH2:33][C:29]2[CH:28]=[N:27][CH:32]=[CH:31][CH:30]=2)[CH:11]=1)[CH3:2]. Reported procedure: [5-(2-Ethylaminomethyl-4-trifluoromethyl-phenyl)-pyridin-3-yl]-acetic acid ethyl ester and 3-pyridinepropionic acid were reacted as described in Example 8, Step 6 to provide [5-(2-{[N-ethyl-N-(3-pyridin-3-yl-propionyl)-amino]-methyl}-4-trifluoromethyl-phenyl)-pyridin-3-yl]-acetic acid ethyl ester. The ester was hydrolyzed to the acid as described in Example 30, Step 2. The reactants are O=C(c1ccccc1Br)N1CCNCC1, CCN=C=NCCCN(C)C, CCN(C(C)C)C(C)C, Cl, Cl, CN(C)C=O, O, On1nnc2ccccc21, CC(C(=O)O)C(=O)Nc1ccc(-c2ccccc2)cc1. Yields the product CC(C(=O)Nc1ccc(-c2ccccc2)cc1)C(=O)N1CCN(C(=O)c2ccccc2Br)CC1. As a reaction SMILES: [Br:33][c:34]1[c:35]([C:40](=[O:41])[N:42]2[CH2:43][CH2:44][NH:45][CH2:46][CH2:47]2)[cH:36][cH:37][cH:38][cH:39]1.[CH3:20][CH2:21][N:22]=[C:23]=[N:24][CH2:25][CH2:26][CH2:27][N:28]([CH3:29])[CH3:30].[CH:11]([N:12]([CH2:13][CH3:14])[CH:15]([CH3:16])[CH3:17])([CH3:18])[CH3:19].[ClH:31].[ClH:32].[O:68]=[CH:69][N:70]([CH3:71])[CH3:72].[OH2:73].[OH:1][n:2]1[c:3]2[c:4]([cH:5][cH:6][cH:7][cH:8]2)[n:9][n:10]1.[c:48]1(-[c:62]2[cH:63][cH:64][cH:65][cH:66][cH:67]2)[cH:49][cH:50][c:51]([NH:54][C:55]([CH:56]([C:57](=[O:58])[OH:59])[CH3:60])=[O:61])[cH:52][cH:53]1>>[Br:33][c:34]1[c:35]([C:40](=[O:41])[N:42]2[CH2:43][CH2:44][N:45]([C:57]([CH:56]([C:55]([NH:54][c:51]3[cH:50][cH:49][c:48](-[c:62]4[cH:63][cH:64][cH:65][cH:66][cH:67]4)[cH:53][cH:52]3)=[O:61])[CH3:60])=[O:58])[CH2:46][CH2:47]2)[cH:36][cH:37][cH:38][cH:39]1.